This data is from the Open Reaction Database (ORD), a public repository of structured organic reaction records. The task is: describe an organic reaction: reactants, conditions, products, and yield RXN SMILES: [OH:1][CH2:2][C:3]1[CH:4]=[C:5]([CH:8]=[C:9]([O:11][CH3:12])[CH:10]=1)[C:6]#[N:7].[H-].[Na+].[CH3:15]I>O1CCCC1>[CH3:12][O:11][C:9]1[CH:8]=[C:5]([CH:4]=[C:3]([CH2:2][O:1][CH3:15])[CH:10]=1)[C:6]#[N:7] |f:1.2|. The solvent is O1CCCC1 (tetrahydrofuran). Reported procedure: To a solution of 3-hydroxymethyl-5-methoxy-benzonitrile (261.1 mg, 1.6 mmol, example 33) in tetrahydrofuran (5 mL) cooled to 0° C. was added sodium hydride (43 mg, 1.68 mmol). The ice-bath was removed and the reaction mixture was stirred at room temperature for 15 min before methyl iodide (149 μL, 2.4 mmol) was added. The reaction mixture was stirred at room temperature for 3 h before being quenched with several drops of saturated ammonium chloride solution. The solvent was removed and the resid... Yields the product COC=1C=C(C#N)C=C(C1)COC (3-methoxy-5-methoxymethyl-benzonitrile). Starting materials: [H-].[Na+] (sodium hydride), OCC=1C=C(C#N)C=C(C1)OC (3-hydroxymethyl-5-methoxy-benzonitrile), CI (methyl iodide). Reaction conditions: time 3 hour. Isolated yield 75.1%. Reactants: CS(=O)(=O)OC(CC[C@H]1CCC([C@@H]1CCCCCCC(=O)OCC)=O)CCCCC (ethyl 15-methanesulfonyloxy-9-oxo-prostanoate), [S-]C#N.[K+] (potassium thiocyanate). Run in CN(C=O)C (N,N-dimethylformamide). Yields the product O=C1[C@H](CCCCCCC(=O)OCC)[C@H](CC1)CCC(CCCCC)SC#N (ethyl 9-oxo-15-thiocyano-prostanoate). As a reaction SMILES: CS(O[CH:6]([CH2:26][CH2:27][CH2:28][CH2:29][CH3:30])[CH2:7][CH2:8][C@@H:9]1[C@@H:13]([CH2:14][CH2:15][CH2:16][CH2:17][CH2:18][CH2:19][C:20]([O:22][CH2:23][CH3:24])=[O:21])[C:12](=[O:25])[CH2:11][CH2:10]1)(=O)=O.[S-:31][C:32]#[N:33].[K+]>CN(C)C=O>[O:25]=[C:12]1[CH2:11][CH2:10][C@H:9]([CH2:8][CH2:7][CH:6]([S:31][C:32]#[N:33])[CH2:26][CH2:27][CH2:28][CH2:29][CH3:30])[C@H:13]1[CH2:14][CH2:15][CH2:16][CH2:17][CH2:18][CH2:19][C:20]([O:22][CH2:23][CH3:24])=[O:21] |f:1.2|. Procedure details: A solution of 1 g. of ethyl 15-methanesulfonyloxy-9-oxo-prostanoate (Example 90) and 1 g. of dry potassium thiocyanate in 30 ml. of N,N-dimethylformamide is heated on the steam bath for 18 hours. The resulting mixture is poured into 150 ml. of water and extracted with ether. The extract is washed with water, dried with anhydrous magnesium sulfate and taken to dryness. Silica gel chromatography of the residue gives 462 mg. of oil; λmax. 4.67 (thiocyanate group) and 5.78 μ (carbonyl groups). Starting materials: [Br-], COc1ccccc1C[P+](c1ccccc1)(c1ccccc1)c1ccccc1, O=Cc1cccc(CCCN2C(=O)c3ccccc3C2=O)c1. Product: COc1ccccc1C=Cc1cccc(CCCN2C(=O)c3ccccc3C2=O)c1. Reaction SMILES: [Br-:1].[CH3:2][O:3][c:4]1[c:5]([CH2:6][P+:7]([c:8]2[cH:9][cH:10][cH:11][cH:12][cH:13]2)([c:14]2[cH:15][cH:16][cH:17][cH:18][cH:19]2)[c:20]2[cH:21][cH:22][cH:23][cH:24][cH:25]2)[cH:26][cH:27][cH:28][cH:29]1.[O:30]=[C:31]1[N:32]([CH2:41][CH2:42][CH2:43][c:44]2[cH:45][c:46]([CH:47]=[O:48])[cH:49][cH:50][cH:51]2)[C:33](=[O:40])[c:34]2[cH:35][cH:36][cH:37][cH:38][c:39]21>>[CH3:2][O:3][c:4]1[c:5]([CH:6]=[CH:47][c:46]2[cH:45][c:44]([CH2:43][CH2:42][CH2:41][N:32]3[C:31](=[O:30])[c:39]4[c:34]([cH:35][cH:36][cH:37][cH:38]4)[C:33]3=[O:40])[cH:51][cH:50][cH:49]2)[cH:26][cH:27][cH:28][cH:29]1.